This data is from the Open Reaction Database (ORD), a public repository of structured organic reaction records. The task is: describe an organic reaction: reactants, conditions, products, and yield The reactants are C1(CCCCC1)C(=O)C1=C(C=CC(=C1)Cl)N(CC(N(C)C)=O)S(=O)(=O)C1=CC=C(C)C=C1 (2-[N-(Tosyl)-N-(dimethylcarbamoylmethyl)amino ]-5-chlorophenyl cyclohexyl ketone), C1CCC2=NCCCN2CC1 (DBU). Run in C(Cl)Cl (DCM). Product: CN(C(=O)C1N(C2=CC=C(C=C2C1(O)C1CCCCC1)Cl)S(=O)(=O)C1=CC=C(C)C=C1)C (N,N-Dimethyl-5-chloro-3-cyclohexyl-3-hydroxy-1-tosylindoline-2-carboxamide). Reaction SMILES: [CH:1]1([C:7]([C:9]2[CH:14]=[C:13]([Cl:15])[CH:12]=[CH:11][C:10]=2[N:16]([S:23]([C:26]2[CH:32]=[CH:31][C:29]([CH3:30])=[CH:28][CH:27]=2)(=[O:25])=[O:24])[CH2:17][C:18](=[O:22])[N:19]([CH3:21])[CH3:20])=[O:8])[CH2:6][CH2:5][CH2:4][CH2:3][CH2:2]1.C1CCN2C(=NCCC2)CC1>C(Cl)Cl>[CH3:21][N:19]([CH3:20])[C:18]([CH:17]1[C:7]([CH:1]2[CH2:6][CH2:5][CH2:4][CH2:3][CH2:2]2)([OH:8])[C:9]2[C:10](=[CH:11][CH:12]=[C:13]([Cl:15])[CH:14]=2)[N:16]1[S:23]([C:26]1[CH:32]=[CH:31][C:29]([CH3:30])=[CH:28][CH:27]=1)(=[O:24])=[O:25])=[O:22]. Procedure: 1.5 g of the product obtained in step C are treated with 950 mg of DBU in 10 ml of DCM for 24 hours at RT. The reaction medium is then chromatographed on silica using a DCM/AcOEt mixture (95/5, v/v) as the eluent to give the other isomer (cis isomer). It is recrystallized from isopropyl ether. Reactants: ClC=1N=C(C2=C(N1)NC=C2)Cl (2,4-dichloro-7H-pyrrolo[2,3-d]pyrimidine), IC(C)C (2-iodopropane). The product is ClC=1N=C(C2=C(N1)N(C=C2)C(C)C)Cl (2,4-dichloro-7-isopropyl-7H-pyrrolo[2,3-d]pyrimidine). Reaction SMILES: [Cl:1][C:2]1[N:3]=[C:4]([Cl:11])[C:5]2[CH:10]=[CH:9][NH:8][C:6]=2[N:7]=1.I[CH:13]([CH3:15])[CH3:14]>>[Cl:1][C:2]1[N:3]=[C:4]([Cl:11])[C:5]2[CH:10]=[CH:9][N:8]([CH:13]([CH3:15])[CH3:14])[C:6]=2[N:7]=1. Reported procedure: Following the procedure of Example 15b, 2,4-dichloro-7H-pyrrolo[2,3-d]pyrimidine (0.5 g, 2.67 mmol) was reacted with 2-iodopropane. The crude residue was purified by silica gel chromatography (15 to 25% ethyl acetate in hexane eluant) to afford the title compound as a solid. MS m/z 230.2 (M+1).